From a dataset of the Open Reaction Database (ORD), a public repository of structured organic reaction records. describe an organic reaction: reactants, conditions, products, and yield Reactants: C(CCC)C=1N=C(N(C(C1CC1=CC=C(C=C1)C=1C(=CC=CC1)C#N)=O)C1=NC=C(C=N1)O)C (4′-{[4-butyl-1-(5-hydroxypyrimidin-2-yl)-2-methyl-6-oxo-1,6-dihydropyrimidin-5-yl]methyl}biphenyl-2-carbonitrile), C1(CCCCC1)O (cyclohexanol), C1(=CC=CC=C1)P(C1=CC=CC=C1)C1=CC=CC=C1 (triphenylphosphine), C(C)OC(=O)N=NC(=O)OCC (diethyl azodicarboxylic acid). Run in O (water), O1CCOCC1 (1,4-dioxane). Conditions: temperature 80 celsius, time 3 hour. Product: C(CCC)C=1N=C(N(C(C1CC1=CC=C(C=C1)C=1C(=CC=CC1)C#N)=O)C1=NC=C(C=N1)OC1CCCCC1)C (4′-{{4-butyl-1-[5-(cyclohexyloxy)pyrimidin-2-yl]-2-methyl-6-oxo-1,6-dihydropyrimidin-5-yl}methyl}biphenyl-2-carbonitrile). Isolated yield 56.2%. RXN SMILES: [CH2:1]([C:5]1[N:6]=[C:7]([CH3:34])[N:8]([C:27]2[N:32]=[CH:31][C:30]([OH:33])=[CH:29][N:28]=2)[C:9](=[O:26])[C:10]=1[CH2:11][C:12]1[CH:17]=[CH:16][C:15]([C:18]2[C:19]([C:24]#[N:25])=[CH:20][CH:21]=[CH:22][CH:23]=2)=[CH:14][CH:13]=1)[CH2:2][CH2:3][CH3:4].[CH:35]1(O)[CH2:40][CH2:39][CH2:38][CH2:37][CH2:36]1.C1(P(C2C=CC=CC=2)C2C=CC=CC=2)C=CC=CC=1.C(OC(N=NC(OCC)=O)=O)C>O.O1CCOCC1>[CH2:1]([C:5]1[N:6]=[C:7]([CH3:34])[N:8]([C:27]2[N:32]=[CH:31][C:30]([O:33][CH:35]3[CH2:40][CH2:39][CH2:38][CH2:37][CH2:36]3)=[CH:29][N:28]=2)[C:9](=[O:26])[C:10]=1[CH2:11][C:12]1[CH:13]=[CH:14][C:15]([C:18]2[C:19]([C:24]#[N:25])=[CH:20][CH:21]=[CH:22][CH:23]=2)=[CH:16][CH:17]=1)[CH2:2][CH2:3][CH3:4]. Reported procedure: Process 1: 4′-{[4-butyl-1-(5-hydroxypyrimidin-2-yl)-2-methyl-6-oxo-1,6-dihydropyrimidin-5-yl]methyl}biphenyl-2-carbonitrile (27 mg, 0.060 mmol), cyclohexanol (12 mg, 0.120 mmol) and triphenylphosphine (32 mg, 0.122 mmol) were dried for 3 hrs in vacuo, purged with argon, added 1,4-dioxane (1 mL) and diethyl azodicarboxylic acid (2.2 mol/L toluene solution, 70 μL, 0.154 mmol), and then stirred at 80° C. for 3 hrs. The reaction mixture was added water and extracted with ethyl acetate. The organic l... Starting materials: BrCc1ccccc1, C#CCCCC(=O)O, CN(C)C=O, [H-], [H][H], [Na+]. Yields the product O=C(O)CCCC#CCc1ccccc1. RXN SMILES: [Br:13][CH2:14][c:15]1[cH:16][cH:17][cH:18][cH:19][cH:20]1.[C:1]([CH2:2][CH2:3][CH2:4][C:5]#[CH:6])(=[O:7])[OH:8].[CH3:21][N:22]([CH3:23])[CH:24]=[O:25].[H-:9].[H:11][H:12].[Na+:10]>>[C:1]([CH2:2][CH2:3][CH2:4][C:5]#[C:6][CH2:14][c:15]1[cH:16][cH:17][cH:18][cH:19][cH:20]1)(=[O:7])[OH:8]. Starting materials: FC=1C=C(C=CC1OCC=1N=C(OC1C)C1=CC=CC=C1)[N+](=O)[O-] (3-fluoro-4-(5-methyl-2-phenyl-4-oxazolylmethoxy)nitrobenzene). Reagents/catalysts: [C].[Pd] (palladium-carbon). Solvent: O1CCCC1 (tetrahydrofuran). The product is FC=1C=C(N)C=CC1OCC=1N=C(OC1C)C1=CC=CC=C1 (3-fluoro-4-(5-methyl-2-phenyl-4-oxazolylmethoxy)aniline). RXN SMILES: [F:1][C:2]1[CH:3]=[C:4]([N+:22]([O-])=O)[CH:5]=[CH:6][C:7]=1[O:8][CH2:9][C:10]1[N:11]=[C:12]([C:16]2[CH:21]=[CH:20][CH:19]=[CH:18][CH:17]=2)[O:13][C:14]=1[CH3:15]>[C].[Pd].O1CCCC1>[F:1][C:2]1[CH:3]=[C:4]([CH:5]=[CH:6][C:7]=1[O:8][CH2:9][C:10]1[N:11]=[C:12]([C:16]2[CH:21]=[CH:20][CH:19]=[CH:18][CH:17]=2)[O:13][C:14]=1[CH3:15])[NH2:22] |f:1.2|. Reported procedure: A mixture of 3-fluoro-4-(5-methyl-2-phenyl-4-oxazolylmethoxy)nitrobenzene (13.6 g), palladium-carbon (5%, 2.0 g) and tetrahydrofuran (THF) (200 ml) was subjected to catalytic hydrogenation under 1 atmospheric pressure at room temperature. The catalyst was filtered off, and the filtrate was concentrated under reduced pressure to yield 3-fluoro-4-(5-methyl-2-phenyl-4-oxazolylmethoxy)aniline as an oily product. The yield is 14.2%. Run at temperature 80 celsius, time 15 minute. Reactants: N1=CC(=CC=C1)CO (3-pyridinemethanol), CC(C)([O-])C.[K+] (potassium tert-butoxide), ice water, Cl (hydrochloric acid), O1C2=C(C=C1)C=C(C=C2)C2OC2 (2-(benzo[b]furan-5-yl)oxirane). Reported procedure: A mixture of 1.6 g of 3-pyridinemethanol, 1.7 g of potassium tert-butoxide and 23 ml of dimethyl sulfoxide was heated to 80° C. Thereto was added 2.4 g of 2-(benzo[b]furan-5-yl)oxirane. The resulting mixture was stirred at 85°-90° C. for 15 minutes. The reaction mixture was added to a mixture of 50 ml of ice water and 50 ml of ethyl acetate. The resulting mixture was adjusted to pH 1 with 6N hydrochloric acid. The aqueous layer was separated and 30 ml of ethyl acetate was added thereto. The resu... As a reaction SMILES: [N:1]1[CH:6]=[CH:5][CH:4]=[C:3]([CH2:7][OH:8])[CH:2]=1.CC(C)([O-])C.[K+].[O:15]1[CH:19]=[CH:18][C:17]2[CH:20]=[C:21]([CH:24]3[CH2:26][O:25]3)[CH:22]=[CH:23][C:16]1=2.Cl>C(OCC)(=O)C.CS(C)=O>[O:15]1[CH:19]=[CH:18][C:17]2[CH:20]=[C:21]([CH:24]([OH:25])[CH2:26][O:8][CH2:7][C:3]3[CH:2]=[N:1][CH:6]=[CH:5][CH:4]=3)[CH:22]=[CH:23][C:16]1=2 |f:1.2|. Product: O1C2=C(C=C1)C=C(C=C2)C(COCC=2C=NC=CC2)O (1-(benzo[b]furan-5-yl)-2-(pyridin-3-ylmethoxy)ethanol). Run in CS(=O)C (dimethyl sulfoxide), C(C)(=O)OCC (ethyl acetate).